Dataset: the Open Reaction Database (ORD), a public repository of structured organic reaction records. Task: describe an organic reaction: reactants, conditions, products, and yield The reactants are [Si](C)(C)(C(C)(C)C)OCCN(C(CNS(=O)(=O)C1=C(C=CC=C1)[N+](=O)[O-])=O)CC1=CC(=NC=C1)C1=CC(=C(C(=C1)OC)OC)OC (N-[2-(tert-Butyldimethylsilyloxy)ethyl]-N-[[2-(3,4,5-trimethoxyphenyl)pyridin-4-yl]methyl]-Nα-(2-nitrobenzenesulfonyl)glycine amide), [F-].C(CCC)[N+](CCCC)(CCCC)CCCC (tetrabutylammonium fluoride). Run in C1CCOC1 (THF), C1CCOC1 (THF). Run at time 4 hour. Yields the product OCCN(C(CNS(=O)(=O)C1=C(C=CC=C1)[N+](=O)[O-])=O)CC1=CC(=NC=C1)C1=CC(=C(C(=C1)OC)OC)OC (N-[2-hydroxyethyl]-N-[[2-(3,4,5-trimethoxy-phenyl)pyridin-4-yl]methyl]-Nα-(2-nitrobenzenesulfonyl)-glycine amide). As a reaction SMILES: [Si]([O:8][CH2:9][CH2:10][N:11]([CH2:28][C:29]1[CH:34]=[CH:33][N:32]=[C:31]([C:35]2[CH:40]=[C:39]([O:41][CH3:42])[C:38]([O:43][CH3:44])=[C:37]([O:45][CH3:46])[CH:36]=2)[CH:30]=1)[C:12](=[O:27])[CH2:13][NH:14][S:15]([C:18]1[CH:23]=[CH:22][CH:21]=[CH:20][C:19]=1[N+:24]([O-:26])=[O:25])(=[O:17])=[O:16])(C(C)(C)C)(C)C.[F-].C([N+](CCCC)(CCCC)CCCC)CCC>C1COCC1>[OH:8][CH2:9][CH2:10][N:11]([CH2:28][C:29]1[CH:34]=[CH:33][N:32]=[C:31]([C:35]2[CH:40]=[C:39]([O:41][CH3:42])[C:38]([O:43][CH3:44])=[C:37]([O:45][CH3:46])[CH:36]=2)[CH:30]=1)[C:12](=[O:27])[CH2:13][NH:14][S:15]([C:18]1[CH:23]=[CH:22][CH:21]=[CH:20][C:19]=1[N+:24]([O-:26])=[O:25])(=[O:17])=[O:16] |f:1.2|. Procedure: N-[2-(tert-Butyldimethylsilyloxy)ethyl]-N-[[2-(3,4,5-trimethoxyphenyl)pyridin-4-yl]methyl]-Nα-(2-nitrobenzenesulfonyl)glycine amide (3.41 g) was dissolved in THF, and to the solution a THF solution (6.1 mL) of 1.0 M tetrabutylammonium fluoride was added, and the mixture was stirred at room temperature for 4 hours. The reaction mixture was concentrated under reduced pressure, and ethyl acetate was added to the residue. The mixture was washed with water and saturated brine, dried over anhydrous so... Reactants: FC(F)(F)c1cccc(Br)n1, O=C([O-])[O-], CC(C)S(=O)(=O)NC1Cc2ccc(B3OC(C)(C)C(C)(C)O3)cc2C1, [Na+], [Na+], C1COCCO1, O, c1ccc(P(c2ccccc2)(c2ccccc2)[Pd](P(c2ccccc2)(c2ccccc2)c2ccccc2)(P(c2ccccc2)(c2ccccc2)c2ccccc2)P(c2ccccc2)(c2ccccc2)c2ccccc2)cc1. Product: CC(C)S(=O)(=O)NC1Cc2ccc(-c3cccc(C(F)(F)F)n3)cc2C1. As a reaction SMILES: [Br:26][c:27]1[n:28][c:29]([C:33]([F:34])([F:35])[F:36])[cH:30][cH:31][cH:32]1.[C:37](=[O:38])([O-:39])[O-:40].[CH3:1][C:2]1([CH3:3])[C:4]([CH3:5])([CH3:6])[O:7][B:8]([c:9]2[cH:10][c:11]3[c:15]([cH:16][cH:17]2)[CH2:14][CH:13]([NH:18][S:19](=[O:20])(=[O:21])[CH:22]([CH3:23])[CH3:24])[CH2:12]3)[O:25]1.[Na+:41].[Na+:42].[O:43]1[CH2:44][CH2:45][O:46][CH2:47][CH2:48]1.[OH2:49].[cH:50]1[cH:51][cH:52][c:53]([P:54]([Pd:55]([P:56]([c:57]2[cH:58][cH:59][cH:60][cH:61][cH:62]2)([c:63]2[cH:64][cH:65][cH:66][cH:67][cH:68]2)[c:69]2[cH:70][cH:71][cH:72][cH:73][cH:74]2)([P:75]([c:76]2[cH:77][cH:78][cH:79][cH:80][cH:81]2)([c:82]2[cH:83][cH:84][cH:85][cH:86][cH:87]2)[c:88]2[cH:89][cH:90][cH:91][cH:92][cH:93]2)[P:94]([c:95]2[cH:96][cH:97][cH:98][cH:99][cH:100]2)([c:101]2[cH:102][cH:103][cH:104][cH:105][cH:106]2)[c:107]2[cH:108][cH:109][cH:110][cH:111][cH:112]2)([c:113]2[cH:114][cH:115][cH:116][cH:117][cH:118]2)[c:119]2[cH:120][cH:121][cH:122][cH:123][cH:124]2)[cH:125][cH:126]1>>[c:9]1(-[c:27]2[n:28][c:29]([C:33]([F:34])([F:35])[F:36])[cH:30][cH:31][cH:32]2)[cH:10][c:11]2[c:15]([cH:16][cH:17]1)[CH2:14][CH:13]([NH:18][S:19](=[O:20])(=[O:21])[CH:22]([CH3:23])[CH3:24])[CH2:12]2. Reactants: CC(C)=NO (acetone oxime), ClCC1=CC=C(COC=2C=C(C=C(C2)F)C2(CCOCC2)OC)C=C1 (4-[3-(4-chloromethylbenzyloxy)-5-fluorophenyl]-4-methoxytetrahydropyran). The product is FC=1C=C(C=C(OCC2=CC=C(CON=C(C)C)C=C2)C1)C1(CCOCC1)OC (acetone O-{4-[5-fluoro-3-(4-methoxytetrahydropyran-4-yl)phenoxymethyl]benzyl}oxime). Isolated yield 72.0%. RXN SMILES: [CH3:1][C:2](=[N:4][OH:5])[CH3:3].Cl[CH2:7][C:8]1[CH:30]=[CH:29][C:11]([CH2:12][O:13][C:14]2[CH:15]=[C:16]([C:21]3([O:27][CH3:28])[CH2:26][CH2:25][O:24][CH2:23][CH2:22]3)[CH:17]=[C:18]([F:20])[CH:19]=2)=[CH:10][CH:9]=1>>[F:20][C:18]1[CH:17]=[C:16]([C:21]2([O:27][CH3:28])[CH2:22][CH2:23][O:24][CH2:25][CH2:26]2)[CH:15]=[C:14]([CH:19]=1)[O:13][CH2:12][C:11]1[CH:10]=[CH:9][C:8]([CH2:7][O:5][N:4]=[C:2]([CH3:3])[CH3:1])=[CH:30][CH:29]=1. Reported procedure: Using an analogous procedure to that described in Example 1, acetone oxime was reacted with 4-[3-(4-chloromethylbenzyloxy)-5-fluorophenyl]-4-methoxytetrahydropyran to give acetone O-{4-[5-fluoro-3-(4-methoxytetrahydropyran-4-yl)phenoxymethyl]benzyl}oxime as a gum in 72% yield. Starting materials: O.[OH-].[Li+] (lithium hydroxide monohydrate), C(C)(C)(C)OC(=O)N([C@H](C(=O)N[C@H](C(=O)N1[C@@H](CC=2C1=NC=CC2)C(=O)OCC)C(C)C)C)C ((S)-ethyl 1-((S)-2-((S)-2-(tert-butoxycarbonyl(methyl)amino)propanamido)-3-methylbutanoyl)-2,3-dihydro-1H-pyrrolo[2,3-b]pyridine-2-carboxylate). The solvent is O (water), C1CCOC1 (THF), CO (MeOH). Conditions: time 1 hour. Product: C(C)(C)(C)OC(=O)N([C@H](C(=O)N[C@H](C(=O)N1[C@@H](CC=2C1=NC=CC2)C(=O)O)C(C)C)C)C ((S)-1-((S)-2-((S)-2-(tert-butoxycarbonyl(methyl)amino)propanamido)-3-methylbutanoyl)-2,3-dihydro-1H-pyrrolo[2,3-b]pyridine-2-carboxylic acid). The yield is 100.6%. As a reaction SMILES: [C:1]([O:5][C:6]([N:8]([CH3:34])[C@@H:9]([CH3:33])[C:10]([NH:12][C@@H:13]([CH:30]([CH3:32])[CH3:31])[C:14]([N:16]1[C:20]2=[N:21][CH:22]=[CH:23][CH:24]=[C:19]2[CH2:18][C@H:17]1[C:25]([O:27]CC)=[O:26])=[O:15])=[O:11])=[O:7])([CH3:4])([CH3:3])[CH3:2].O.[OH-].[Li+]>C1COCC1.CO.O>[C:1]([O:5][C:6]([N:8]([CH3:34])[C@@H:9]([CH3:33])[C:10]([NH:12][C@@H:13]([CH:30]([CH3:31])[CH3:32])[C:14]([N:16]1[C:20]2=[N:21][CH:22]=[CH:23][CH:24]=[C:19]2[CH2:18][C@H:17]1[C:25]([OH:27])=[O:26])=[O:15])=[O:11])=[O:7])([CH3:4])([CH3:3])[CH3:2] |f:1.2.3|. Procedure: A solution of (S)-ethyl 1-((S)-2-((S)-2-(tert-butoxycarbonyl(methyl)amino)propanamido)-3-methylbutanoyl)-2,3-dihydro-1H-pyrrolo[2,3-b]pyridine-2-carboxylate (1.9 g, 3.99 mmol, Eq: 1.00) in THF (36 mL) and MeOH (12 mL) was cooled in an ice bath. To this solution was added a solution of lithium hydroxide monohydrate (0.5 g, 11.9 mmol, Eq: 2.99) in water (12 mL) and the cooling bath was removed. After 1 h, the reaction was quenched by adding 0.1 M aqueous KHSO4 (200 mL) and the mixture was extracte... Reactants: ClC=1C=C(C=CC1Cl)CC(=O)O ((3,4-dichloro-phenyl)-acetic acid), acyl chloride, ice, Cl (HCl), [Cl-].[Al+3].[Cl-].[Cl-] (aluminium chloride), COC1=C(C=CC=C1)OC (1,2-dimethoxy-benzene). Run in ClCCl (dichloromethane), S(=O)(Cl)Cl (thionyl chloride), CN(C)C=O (DMF). Run at time 17 hour. Product: ClC=1C=C(C=CC1Cl)CC(=O)C1=CC(=C(C=C1)OC)OC (2-(3,4-Dichloro-phenyl)-1-(3,4-dimethoxy-phenyl)-ethanone). Reaction SMILES: [Cl:1][C:2]1[CH:3]=[C:4]([CH2:9][C:10]([OH:12])=O)[CH:5]=[CH:6][C:7]=1[Cl:8].[Cl-].[Al+3].[Cl-].[Cl-].[CH3:17][O:18][C:19]1[CH:24]=[CH:23][CH:22]=[CH:21][C:20]=1[O:25][CH3:26].Cl>S(Cl)(Cl)=O.ClCCl.CN(C=O)C>[Cl:1][C:2]1[CH:3]=[C:4]([CH2:9][C:10]([C:22]2[CH:23]=[CH:24][C:19]([O:18][CH3:17])=[C:20]([O:25][CH3:26])[CH:21]=2)=[O:12])[CH:5]=[CH:6][C:7]=1[Cl:8] |f:1.2.3.4|. Reported procedure: A mixture of (3,4-dichloro-phenyl)-acetic acid (11.14 g, 54.33 mmol) and anhydrous DMF (1.45 ml) in thionyl chloride (137 ml) was stirred at RT, under nitrogen, for 17 h. The excess of thionyl chloride was removed under vacuum. Anhydrous toluene was added to the residue, which was again concentrated in vacuum (repeated two more times). Powdered anhydrous aluminium chloride (11.57 g, 86.72 mmol) was added portionwise (exothermic reaction) to a stirred mixture of 1,2-dimethoxy-benzene (6.92 ml, 54... Reactants: C(C1=CC=CC=C1)N1CC(C(CC1)C1=CC=C(C=C1)CO)O ((3RS,4RS)-l-benzyl-4-(4-hydroxymethyl-phenyl)-piperidin-3-ol). Reagents/catalysts: [Pd]=O.C (palladium oxide charcoal). The solvent is C(C)O (ethanol). Product: OCC1=CC=C(C=C1)C1C(CNCC1)O ((3RS,4RS)-4-(4-hydroxymethyl-phenyl)-piperidin-3-ol). The yield is 79.0%. As a reaction SMILES: C([N:8]1[CH2:13][CH2:12][CH:11]([C:14]2[CH:19]=[CH:18][C:17]([CH2:20][OH:21])=[CH:16][CH:15]=2)[CH:10]([OH:22])[CH2:9]1)C1C=CC=CC=1>C(O)C.[Pd]=O.C>[OH:21][CH2:20][C:17]1[CH:16]=[CH:15][C:14]([CH:11]2[CH2:12][CH2:13][NH:8][CH2:9][CH:10]2[OH:22])=[CH:19][CH:18]=1 |f:2.3|. Procedure: A solution of 2.0 g (6.72 mmol) of (3RS,4RS)-l-benzyl-4-(4-hydroxymethyl-phenyl)-piperidin-3-ol in 100 ml of ethanol was hydrogenated at room temperature and 3 bar for 4 hours in the presence of 1.0 g of palladium oxide/charcoal (20%). For the working-up, the catalyst was filtered off under suction over Dicalit and the residue was washed twice with 50 ml of ethanol each time. The ethanol solution was evaporated under reduced pressure and the residue was chromatographed on silica gel using a 65:1...